From a dataset of the Open Reaction Database (ORD), a public repository of structured organic reaction records. describe an organic reaction: reactants, conditions, products, and yield Starting materials: C1(CCC1)=O (cyclobutanone), C(C)(=O)O[BH-](OC(C)=O)OC(C)=O.[Na+] (Sodium triacetoxyborohydride), FC=1C=C(OC2CCN(CC2)C(=O)OC(C)(C)C)C=CC1NC(CN1CCOCC1)=O (tert-Butyl 4-[3-fluoro-4-(2-(morpholin-4-yl)acetylamino) phenoxy]piperidine-1-carboxylate), FC(C(=O)O)(F)F (trifluoroacetic acid), caustic lye solution. Solvent: C(CCl)Cl (ethylene dichloride), ClCCl (dichloromethane). Yields the product C1(CCC1)N1CCC(CC1)OC1=CC(=C(C=C1)NC(CN1CCOCC1)=O)F (N-[4-(1-Cyclobutyl piperidin-4-yloxy)-2-fluoro phenyl]-2-(morpholin-4-yl)acetamide). The yield is 55.5%. RXN SMILES: [F:1][C:2]1[CH:3]=[C:4]([CH:19]=[CH:20][C:21]=1[NH:22][C:23](=[O:31])[CH2:24][N:25]1[CH2:30][CH2:29][O:28][CH2:27][CH2:26]1)[O:5][CH:6]1[CH2:11][CH2:10][N:9]([C:12](OC(C)(C)C)=O)[CH2:8][CH2:7]1.FC(F)(F)C(O)=O.[C:39]1(=O)[CH2:42]C[CH2:40]1.C(O[BH-](OC(=O)C)OC(=O)C)(=O)C.[Na+]>ClCCl.C(Cl)CCl>[CH:12]1([N:9]2[CH2:10][CH2:11][CH:6]([O:5][C:4]3[CH:19]=[CH:20][C:21]([NH:22][C:23](=[O:31])[CH2:24][N:25]4[CH2:30][CH2:29][O:28][CH2:27][CH2:26]4)=[C:2]([F:1])[CH:3]=3)[CH2:7][CH2:8]2)[CH2:42][CH2:39][CH2:40]1 |f:3.4|. Reported procedure: To a stirred solution of tert-Butyl 4-[3-fluoro-4-(2-(morpholin-4-yl)acetylamino) phenoxy]piperidine-1-carboxylate (3.1 g, 0.007 moles, obtained in above step) in dichloromethane (25 mL) was added trifluoroacetic acid (8.1 g, 0.071 moles) and stirred reaction mass overnight at room temperature. After completion of reaction, solvent was evaporated under vacuum and the residue, thus obtained, was basified with 10% caustic lye solution. Extracted the reaction mass with ethyl acetate twice, the comb... Reactants: BrC1=CC=C(C=C1)CC(=O)C (1-(4-bromophenyl)acetone), ClC1=C(C=O)C=CC(=C1)Cl (2,4-dichlorobenzaldehyde). The reagents and catalysts are N1CCCCC1 (piperidine). The solvent is C1=CC=CC=C1 (benzene). Product: BrC1=CC=C(C=C1)C(C(C)=O)=CC1=C(C=C(C=C1)Cl)Cl (3-(4-Bromophenyl)-4-(2,4-dichlorophenyl)but-3-en-2-one). Yield: 98.2%. RXN SMILES: [Br:1][C:2]1[CH:7]=[CH:6][C:5]([CH2:8][C:9]([CH3:11])=[O:10])=[CH:4][CH:3]=1.[Cl:12][C:13]1[CH:20]=[C:19]([Cl:21])[CH:18]=[CH:17][C:14]=1[CH:15]=O>C1C=CC=CC=1.N1CCCCC1>[Br:1][C:2]1[CH:3]=[CH:4][C:5]([C:8](=[CH:15][C:14]2[CH:17]=[CH:18][C:19]([Cl:21])=[CH:20][C:13]=2[Cl:12])[C:9](=[O:10])[CH3:11])=[CH:6][CH:7]=1. Procedure details: A mixture of 15.9 g of 1-(4-bromophenyl)acetone, 13 g of 2,4-dichlorobenzaldehyde and 0.5 g of piperidine in 300 ml of benzene is heated under reflux for 18 hours, removing the water that forms by means of a Dean Stark. 0.3 g of piperidine is added, and it is refluxed for a further 24 hours. The reaction mixture is concentrated under vacuum, obtaining 27 g of the expected compound in the form of oil.